This data is from the Open Reaction Database (ORD), a public repository of structured organic reaction records. The task is: describe an organic reaction: reactants, conditions, products, and yield RXN SMILES: C[C:2]([CH:6](O)[CH2:7][CH2:8][CH2:9][CH2:10][CH3:11])=[CH:3][CH2:4]C.CCCCCC([OH:24])/C(/C)=C/CC>>[CH2:4]([OH:24])[CH:3]=[CH:2][CH2:6][CH2:7][CH:8]=[CH:9][CH2:10][CH3:11]. The product is C(C=CCCC=CCC)O (nona-2,6-dien-1-ol). Procedure details: 4-methyl-3-decen-5-ol (UNDECAVERTOL, Givaudan-Roure)* Starting materials: CC(=CCC)C(CCCCC)O (4-methyl-3-decen-5-ol), CCCCCC(/C(=C/CC)/C)O (UNDECAVERTOL).